From a dataset of the Open Reaction Database (ORD), a public repository of structured organic reaction records. describe an organic reaction: reactants, conditions, products, and yield Starting materials: ClC1=NC(=CC=2N1C=CN2)C=2C=NN(C2)C (5-chloro-7-(1-methyl-1H-pyrazol-4-yl)imidazo[1,2-c]pyrimidine), CC1(OB(OC1(C)C)C=1C=NNC1)C (4-(4,4,5,5-tetramethyl-1,3,2-dioxaborolan-2-yl)-1H-pyrazole), C(=O)([O-])[O-].[K+].[K+] (K2CO3). Reagents/catalysts: C=1C=CC(=CC1)[P](C=2C=CC=CC2)(C=3C=CC=CC3)[Pd]([P](C=4C=CC=CC4)(C=5C=CC=CC5)C=6C=CC=CC6)([P](C=7C=CC=CC7)(C=8C=CC=CC8)C=9C=CC=CC9)[P](C=1C=CC=CC1)(C=1C=CC=CC1)C=1C=CC=CC1 (Pd(PPh3)4). The solvent is O (H2O), COCCOC (DME). Reaction conditions: temperature 90 celsius, time 15 hour. Product: CN1N=CC(=C1)C1=CC=2N(C(=N1)C=1C=NNC1)C=CN2 (7-(1-methyl-1H-pyrazol-4-yl)-5-(1H-pyrazol-4-yl)imidazo[1,2-c]pyrimidine). RXN SMILES: Cl[C:2]1[N:7]2[CH:8]=[CH:9][N:10]=[C:6]2[CH:5]=[C:4]([C:11]2[CH:12]=[N:13][N:14]([CH3:16])[CH:15]=2)[N:3]=1.CC1(C)C(C)(C)OB([C:25]2[CH:26]=[N:27][NH:28][CH:29]=2)O1.C([O-])([O-])=O.[K+].[K+]>COCCOC.O.C1C=CC([P]([Pd]([P](C2C=CC=CC=2)(C2C=CC=CC=2)C2C=CC=CC=2)([P](C2C=CC=CC=2)(C2C=CC=CC=2)C2C=CC=CC=2)[P](C2C=CC=CC=2)(C2C=CC=CC=2)C2C=CC=CC=2)(C2C=CC=CC=2)C2C=CC=CC=2)=CC=1>[CH3:16][N:14]1[CH:15]=[C:11]([C:4]2[N:3]=[C:2]([C:25]3[CH:26]=[N:27][NH:28][CH:29]=3)[N:7]3[CH:8]=[CH:9][N:10]=[C:6]3[CH:5]=2)[CH:12]=[N:13]1 |f:2.3.4,^1:47,49,68,87|. Procedure: To a mixture of 5-chloro-7-(1-methyl-1H-pyrazol-4-yl)imidazo[1,2-c]pyrimidine (Preparation J, 132 mg, 0.565 mmol) and 4-(4,4,5,5-tetramethyl-1,3,2-dioxaborolan-2-yl)-1H-pyrazole (164 mg, 0.847 mmol) in DME (4 mL) was added 1M K2CO3 (1.69 mL, 1.69 mmol) and the resulting solution was purged with N2 for 15 minutes. Pd(PPh3)4 (65.3 mg, 0.0565 mmol) was added, the flask sealed, and the mixture stirred at 90° C. for 15 hours. The reaction mixture was cooled to ambient temperature and diluted with H2O... The reactants are Cc1cc2ccccc2n1C, [Na+], CN(C)C=O, [OH-], O, O=P(Cl)(Cl)Cl. Product: Cc1c(C=O)c2ccccc2n1C. As a reaction SMILES: [CH3:6][n:7]1[c:8]([CH3:16])[cH:9][c:10]2[cH:11][cH:12][cH:13][cH:14][c:15]12.[Na+:18].[O:19]=[CH:20][N:21]([CH3:22])[CH3:23].[OH-:17].[OH2:24].[P:1]([Cl:2])([Cl:3])([Cl:4])=[O:5]>>[CH3:6][n:7]1[c:8]([CH3:16])[c:9]([CH:20]=[O:19])[c:10]2[cH:11][cH:12][cH:13][cH:14][c:15]12. The reactants are Cc1cc(O)ccc1Br, C=CCCl, CCOCC, CC(C)O, [Na+], [OH-]. Product: C=CCOc1ccc(Br)c(C)c1. RXN SMILES: [Br:1][c:2]1[c:3]([CH3:9])[cH:4][c:5]([OH:8])[cH:6][cH:7]1.[CH2:10]([CH:11]=[CH2:12])[Cl:13].[CH3:20][CH2:21][O:22][CH2:23][CH3:24].[CH:14]([OH:15])([CH3:16])[CH3:17].[Na+:19].[OH-:18]>>[Br:1][c:2]1[c:3]([CH3:9])[cH:4][c:5]([O:8][CH2:12][CH:11]=[CH2:10])[cH:6][cH:7]1. Starting materials: COC(=O)c1ccccc1N, C1CCOC1, Cc1ccc(S(=O)(=O)[O-])cc1, c1cc[nH+]cc1, O=C(O)Cc1c[nH]c2ccccc12. Yields the product COC(=O)c1ccccc1NC(=O)Cc1c[nH]c2ccccc12. RXN SMILES: [C:14]([c:15]1[c:16]([NH2:17])[cH:18][cH:19][cH:20][cH:21]1)(=[O:22])[O:23][CH3:24].[CH2:42]1[O:43][CH2:44][CH2:45][CH2:46]1.[c:25]1([CH3:26])[cH:27][cH:28][c:29]([S:30]([O-:31])(=[O:32])=[O:33])[cH:34][cH:35]1.[nH+:36]1[cH:37][cH:38][cH:39][cH:40][cH:41]1.[nH:1]1[cH:2][c:3]([CH2:10][C:11](=[O:12])[OH:13])[c:4]2[cH:5][cH:6][cH:7][cH:8][c:9]12>>[nH:1]1[cH:2][c:3]([CH2:10][C:11](=[O:13])[NH:17][c:16]2[c:15]([C:14](=[O:22])[O:23][CH3:24])[cH:21][cH:20][cH:19][cH:18]2)[c:4]2[cH:5][cH:6][cH:7][cH:8][c:9]12. Starting materials: CC(c1cccc2ccccc12)N(CC1CCN(C(=O)c2ccc(C(=O)O)cc2)CC1c1ccccc1)C(=O)OC(C)(C)C, Cl, C1COCCO1. Yields the product Cl, CC(NCC1CCN(C(=O)c2ccc(C(=O)O)cc2)CC1c1ccccc1)c1cccc2ccccc12. RXN SMILES: [C:1]([O:2][C:3](=[O:4])[N:8]([CH:9]([CH3:10])[c:11]1[cH:12][cH:13][cH:14][c:15]2[cH:16][cH:17][cH:18][cH:19][c:20]12)[CH2:21][CH:22]1[CH:23]([c:39]2[cH:40][cH:41][cH:42][cH:43][cH:44]2)[CH2:24][N:25]([C:28](=[O:29])[c:30]2[cH:31][cH:32][c:33]([C:34](=[O:35])[OH:36])[cH:37][cH:38]2)[CH2:26][CH2:27]1)([CH3:5])([CH3:6])[CH3:7].[ClH:51].[O:45]1[CH2:46][CH2:47][O:48][CH2:49][CH2:50]1>>[ClH:51].[NH:8]([CH:9]([CH3:10])[c:11]1[cH:12][cH:13][cH:14][c:15]2[cH:16][cH:17][cH:18][cH:19][c:20]12)[CH2:21][CH:22]1[CH:23]([c:39]2[cH:40][cH:41][cH:42][cH:43][cH:44]2)[CH2:24][N:25]([C:28](=[O:29])[c:30]2[cH:31][cH:32][c:33]([C:34](=[O:35])[OH:36])[cH:37][cH:38]2)[CH2:26][CH2:27]1. Reactants: ClC1=NC=C(C=C1)CCl (2-chloro-5-(chloromethyl)pyridine), OC=1C=C2C=CC(NC2=CC1)=O (6-hydroxyquinolin-2(1H)-one), C(=O)([O-])[O-].[K+].[K+] (K2CO3), [I-].[K+] (potassium iodide), ice water. The solvent is CN(C)C=O (DMF). Reaction conditions: temperature 40 celsius, time 18 hour. Product: ClC1=CC=C(C=N1)COC=1C=C2C=CC(NC2=CC1)=O (6-((6-chloropyridin-3-yl)methoxy)quinolin-2(1H)-one). Isolated yield 62.5%. As a reaction SMILES: [Cl:1][C:2]1[CH:7]=[CH:6][C:5]([CH2:8]Cl)=[CH:4][N:3]=1.[OH:10][C:11]1[CH:12]=[C:13]2[C:18](=[CH:19][CH:20]=1)[NH:17][C:16](=[O:21])[CH:15]=[CH:14]2.C([O-])([O-])=O.[K+].[K+].[I-].[K+]>CN(C=O)C>[Cl:1][C:2]1[N:3]=[CH:4][C:5]([CH2:8][O:10][C:11]2[CH:12]=[C:13]3[C:18](=[CH:19][CH:20]=2)[NH:17][C:16](=[O:21])[CH:15]=[CH:14]3)=[CH:6][CH:7]=1 |f:2.3.4,5.6|. Procedure: 2-chloro-5-(chloromethyl)pyridine (0.995 g, 6.14 mmol) was added slowly to a well-stirred mixture of 6-hydroxyquinolin-2(1H)-one (0.9 g, 5.58 mmol), K2CO3 (1.158 g, 8.38 mmol) and potassium iodide (0.927 g, 5.58 mmol) in DMF (18 mL) at 40° C. The reaction mixture was stirred at 40° C. for 18 h and poured into ice/water. The suspension was filtered and the filter cake taken up in methanol/DCM and purified by flash chromatography on silica gel using 1-5% (10% ammonium hydroxide in methanol)/DCM. T...